From a dataset of the Open Reaction Database (ORD), a public repository of structured organic reaction records. describe an organic reaction: reactants, conditions, products, and yield Starting materials: B, O=C(O)c1ccc(OCc2ccccc2)cc1Cl, CSC, Cl, C1CCOC1, O. Product: OCc1ccc(OCc2ccccc2)cc1Cl. As a reaction SMILES: [BH3:22].[CH2:1]([c:2]1[cH:3][cH:4][cH:5][cH:6][cH:7]1)[O:8][c:9]1[cH:10][c:11]([Cl:18])[c:12]([C:13](=[O:14])[OH:15])[cH:16][cH:17]1.[CH3:19][S:20][CH3:21].[ClH:23].[O:25]1[CH2:26][CH2:27][CH2:28][CH2:29]1.[OH2:24]>>[CH2:1]([c:2]1[cH:3][cH:4][cH:5][cH:6][cH:7]1)[O:8][c:9]1[cH:10][c:11]([Cl:18])[c:12]([CH2:13][OH:14])[cH:16][cH:17]1. The reactants are BrC1=NC=CC(=C1)CN1C(C2(CCC1)CCN(CC2)C2=NC1=CC=CC=C1N=C2)=O (2-((2-bromopyridin-4-yl)methyl)-9-(quinoxalin-2-yl)-2,9-diazaspiro[5.5]undecan-1-one), C[O-].[Na+] (NaOMe), BrC1=NC=CC(=C1)CN1C(C2(CCC1)CCN(CC2)C2=NC1=CC=CC=C1N=C2)=O (2-((2-bromopyridin-4-yl)methyl)-9-(quinoxalin-2-yl)-2,9-diazaspiro[5.5]undecan-1-one). Run in CO (MeOH). The product is COC1=NC=CC(=C1)CN1C(C2(CCC1)CCN(CC2)C2=NC1=CC=CC=C1N=C2)=O (2-((2-methoxypyridin-4-yl)methyl)-9-(quinoxalin-2-yl)-2,9-diazaspiro[5.5]undecan-1-one). The yield is 68.0%. Reaction SMILES: Br[C:2]1[CH:7]=[C:6]([CH2:8][N:9]2[CH2:14][CH2:13][CH2:12][C:11]3([CH2:19][CH2:18][N:17]([C:20]4[CH:29]=[N:28][C:27]5[C:22](=[CH:23][CH:24]=[CH:25][CH:26]=5)[N:21]=4)[CH2:16][CH2:15]3)[C:10]2=[O:30])[CH:5]=[CH:4][N:3]=1.[CH3:31][O-:32].[Na+]>CO>[CH3:31][O:32][C:2]1[CH:7]=[C:6]([CH2:8][N:9]2[CH2:14][CH2:13][CH2:12][C:11]3([CH2:19][CH2:18][N:17]([C:20]4[CH:29]=[N:28][C:27]5[C:22](=[CH:23][CH:24]=[CH:25][CH:26]=5)[N:21]=4)[CH2:16][CH2:15]3)[C:10]2=[O:30])[CH:5]=[CH:4][N:3]=1 |f:1.2|. Procedure: The title compound was synthesized from 2-((2-bromopyridin-4-yl)methyl)-9-(quinoxalin-2-yl)-2,9-diazaspiro[5.5]undecan-1-one (prepared according to method D) as follows: A stirred solution of 2-((2-bromopyridin-4-yl)methyl)-9-(quinoxalin-2-yl)-2,9-diazaspiro[5.5]undecan-1-one (synthesized according to method D) (70 mg, 0.15 mmol) and NaOMe (40.6 mg, 0.75 mmol) in MeOH (2 mL) was heated at 100° C. for 18 h. The reaction mixture was cooled to rt and the solvent was evaporated under reduced pressur... Reactants: [Br-], O=C(NCC[N+]12CCC(CC1)C(OC(=O)C(O)(c1ccccc1)c1ccccc1)C2)c1ccc(OCc2ccccc2)cc1, CN(C)C=O. Yields the product [Br-], O=C(NCC[N+]12CCC(CC1)C(OC(=O)C(O)(c1ccccc1)c1ccccc1)C2)c1ccc(O)cc1. Reaction SMILES: [Br-:1].[CH2:2]([c:3]1[cH:4][cH:5][cH:6][cH:7][cH:8]1)[O:9][c:10]1[cH:11][cH:12][c:13]([C:14](=[O:15])[NH:16][CH2:17][CH2:18][N+:19]23[CH2:20][CH:21]([O:27][C:28]([C:29]([c:30]4[cH:31][cH:32][cH:33][cH:34][cH:35]4)([c:36]4[cH:37][cH:38][cH:39][cH:40][cH:41]4)[OH:42])=[O:43])[CH:22]([CH2:23][CH2:24]2)[CH2:25][CH2:26]3)[cH:44][cH:45]1.[O:46]=[CH:47][N:48]([CH3:49])[CH3:50]>>[Br-:1].[OH:9][c:10]1[cH:11][cH:12][c:13]([C:14](=[O:15])[NH:16][CH2:17][CH2:18][N+:19]23[CH2:20][CH:21]([O:27][C:28]([C:29]([c:30]4[cH:31][cH:32][cH:33][cH:34][cH:35]4)([c:36]4[cH:37][cH:38][cH:39][cH:40][cH:41]4)[OH:42])=[O:43])[CH:22]([CH2:23][CH2:24]2)[CH2:25][CH2:26]3)[cH:44][cH:45]1. The reactants are C1CCOC1, Clc1ncccn1, [H-], [Na+], Cc1ccc(-c2c(NS(=O)(=O)CCc3ccccc3)ncnc2OCCO)cc1. The product is Cc1ccc(-c2c(NS(=O)(=O)CCc3ccccc3)ncnc2OCCOc2ncccn2)cc1. Reaction SMILES: [CH2:39]1[O:40][CH2:41][CH2:42][CH2:43]1.[Cl:32][c:33]1[n:34][cH:35][cH:36][cH:37][n:38]1.[H-:1].[Na+:2].[OH:3][CH2:4][CH2:5][O:6][c:7]1[c:8](-[c:25]2[cH:26][cH:27][c:28]([CH3:31])[cH:29][cH:30]2)[c:9]([NH:13][S:14](=[O:15])(=[O:16])[CH2:17][CH2:18][c:19]2[cH:20][cH:21][cH:22][cH:23][cH:24]2)[n:10][cH:11][n:12]1>>[O:3]([CH2:4][CH2:5][O:6][c:7]1[c:8](-[c:25]2[cH:26][cH:27][c:28]([CH3:31])[cH:29][cH:30]2)[c:9]([NH:13][S:14](=[O:15])(=[O:16])[CH2:17][CH2:18][c:19]2[cH:20][cH:21][cH:22][cH:23][cH:24]2)[n:10][cH:11][n:12]1)[c:33]1[n:34][cH:35][cH:36][cH:37][n:38]1. Reactants: CN1N=CC(=C1)N (1-methyl-1H-pyrazol-4-amine), ClC1=NC=C(C(=N1)Cl)F (2,4-dichloro-5-fluoropyrimidine), N[C@H]1[C@H]([C@@H]2C=C[C@H]1C2)C(=O)N ((+/−)-(1S,2S,3R,4R)-3-aminobicyclo[2.2.1]hept-5-ene-2-carboxamide), ClC1=NC=C(C(=N1)Cl)Cl (2,4,5-trichloropyrimidine). Product: ClC=1C(=NC(=NC1)NC=1C=NN(C1)CC)N[C@H]1[C@H]([C@@H]2C=C[C@H]1C2)C(=O)N ((1S,2S,3R,4R)-3-({5-chloro-2-[(1-ethyl-1H-pyrazol-4-yl)amino]pyrimidin-4-yl}amino)bicyclo[2.2.1]hept-5-ene-2-carboxamide). RXN SMILES: [CH3:1][N:2]1[CH:6]=[C:5]([NH2:7])[CH:4]=[N:3]1.[NH2:8][C@@H:9]1[C@@H:14]2[CH2:15][C@@H:11]([CH:12]=[CH:13]2)[C@@H:10]1[C:16]([NH2:18])=[O:17].Cl[C:20]1[N:25]=[C:24](Cl)[C:23]([Cl:27])=[CH:22][N:21]=1.Cl[C:29]1N=C(Cl)C(F)=CN=1>>[Cl:27][C:23]1[C:22]([NH:8][C@@H:9]2[C@@H:14]3[CH2:15][C@@H:11]([CH:12]=[CH:13]3)[C@@H:10]2[C:16]([NH2:18])=[O:17])=[N:21][C:20]([NH:7][C:5]2[CH:4]=[N:3][N:2]([CH2:1][CH3:29])[CH:6]=2)=[N:25][CH:24]=1. Reported procedure: The title compound was prepared as described in Example 1, substituting 1-ethyl-1H-pyrazol-4-amine for 1-methyl-1H-pyrazol-4-amine in Example 1B along with substitution of (+)-(1S,2S,3R,4R)-3-aminobicyclo[2.2.1]hept-5-ene-2-carboxamide for (+/−)-(1S,2S,3R,4R)-3-aminobicyclo[2.2.1]hept-5-ene-2-carboxamide and 2,4,5-trichloropyrimidine for 2,4-dichloro-5-fluoropyrimidine in Example 1A. 1H NMR (501 MHz, DMSO-D6, T=90° C.) ppm 1.36 (t, J=7.2 Hz, 3H) 1.42 (d, J=8.8 Hz, 1H) 2.12 (d, J=8.8 Hz, 1H) 2.55... The reactants are Br, O=C1NC(=O)c2ccccc21, CN(C)C=O, [K+], [K], [OH-], O, BrCCCc1cccnc1. Product: O=C1c2ccccc2C(=O)N1CCCc1cccnc1. RXN SMILES: [BrH:11].[C:17]1(=[O:27])[c:18]2[c:19]([cH:23][cH:24][cH:25][cH:26]2)[C:20](=[O:22])[NH:21]1.[CH3:12][N:13]([CH3:14])[CH:15]=[O:16].[K+:30].[K:28].[OH-:29].[OH2:31].[n:1]1[cH:2][c:3]([CH2:7][CH2:8][CH2:9][Br:10])[cH:4][cH:5][cH:6]1>>[n:1]1[cH:2][c:3]([CH2:7][CH2:8][CH2:9][N:21]2[C:17](=[O:27])[c:18]3[c:19]([cH:23][cH:24][cH:25][cH:26]3)[C:20]2=[O:22])[cH:4][cH:5][cH:6]1. Starting materials: C1CCOC1, O=C(O)CC(O)(c1cnc(Sc2ccc3c(-c4ccc(F)cc4)cc(=O)oc3c2)s1)C(F)(F)F, C=[N+]=[N-]. Yields the product COC(=O)CC(O)(c1cnc(Sc2ccc3c(-c4ccc(F)cc4)cc(=O)oc3c2)s1)C(F)(F)F. RXN SMILES: [CH2:38]1[O:39][CH2:40][CH2:41][CH2:42]1.[F:1][C:2]([C:3]([CH2:4][C:5](=[O:6])[OH:7])([OH:8])[c:9]1[cH:10][n:11][c:12]([S:14][c:15]2[cH:16][cH:17][c:18]3[c:19](-[c:26]4[cH:27][cH:28][c:29]([F:32])[cH:30][cH:31]4)[cH:20][c:21](=[O:25])[o:22][c:23]3[cH:24]2)[s:13]1)([F:33])[F:34].[N+:35](=[N-:36])=[CH2:37]>>[F:1][C:2]([C:3]([CH2:4][C:5]([O:6][CH3:37])=[O:7])([OH:8])[c:9]1[cH:10][n:11][c:12]([S:14][c:15]2[cH:16][cH:17][c:18]3[c:19](-[c:26]4[cH:27][cH:28][c:29]([F:32])[cH:30][cH:31]4)[cH:20][c:21](=[O:25])[o:22][c:23]3[cH:24]2)[s:13]1)([F:33])[F:34]. Starting materials: [Al+3], O=C([O-])O, CCOC(=O)N(CCC(=O)O)Cc1cccs1, NCc1ccccc1, ClCCl, CO, [Cl-], [Cl-], [Cl-], O=C(Cl)C(=O)Cl, [Na+], CN(C)C=O. Product: CCOC(=O)N1CCC(=O)c2ccsc2C1. Reaction SMILES: [Al+3:33].[C:36](=[O:37])([OH:38])[O-:39].[CH2:1]([CH3:2])[O:3][C:4](=[O:5])[N:6]([CH2:7][CH2:8][C:9](=[O:10])[OH:11])[CH2:12][c:13]1[s:14][cH:15][cH:16][cH:17]1.[CH2:24]([NH2:25])[c:26]1[cH:27][cH:28][cH:29][cH:30][cH:31]1.[CH2:41]([Cl:42])[Cl:43].[CH3:44][OH:45].[Cl-:32].[Cl-:34].[Cl-:35].[Cl:18][C:19]([C:20]([Cl:21])=[O:22])=[O:23].[Na+:40].[O:46]=[CH:47][N:48]([CH3:49])[CH3:50]>>[CH2:1]([CH3:2])[O:3][C:4](=[O:5])[N:6]1[CH2:7][CH2:8][C:9](=[O:11])[c:17]2[c:13]([s:14][cH:15][cH:16]2)[CH2:12]1. Reactants: C(C)(=O)O[BH-](OC(C)=O)OC(C)=O.[Na+] (Sodium triacetoxyborohydride), COC1=CN=C2C(=N1)N(C(C=C2)=O)CCC=O (3-(3-Methoxy-6-oxopyrido[2,3-b]pyrazin-5(6H)-yl)propanal), NC1CC(N(C1)C=1C=CC2=C(NC(CO2)=O)C1)=O (6-(4-Amino-2-oxopyrrolidin-1-yl)-2H-1,4-benzoxazin-3(4H)-one), C(C)(=O)O (Acetic acid), S(=O)(=O)([O-])[O-].[Na+].[Na+] (sodium sulfate). The solvent is ClCCl.CN(C=O)C (dichloromethane N,N-dimethylformamide). Conditions: time 13 hour. Yields the product COC1=CN=C2C(=N1)N(C(C=C2)=O)CCCNC2CN(C(C2)=O)C=2C=CC1=C(NC(CO1)=O)C2 (3-Methoxy-5-(3-{[5-oxo-1-(3-oxo-3,4-dihydro-2H-1,4-benzoxazin-6-yl)pyrrolidin-3-yl]amino}propyl)pyrido[2,3-b]pyrazin-6(5H)-one). The yield is 29.3%. As a reaction SMILES: [CH3:1][O:2][C:3]1[N:8]=[C:7]2[N:9]([CH2:14][CH2:15][CH:16]=O)[C:10](=[O:13])[CH:11]=[CH:12][C:6]2=[N:5][CH:4]=1.[NH2:18][CH:19]1[CH2:23][N:22]([C:24]2[CH:25]=[CH:26][C:27]3[O:32][CH2:31][C:30](=[O:33])[NH:29][C:28]=3[CH:34]=2)[C:21](=[O:35])[CH2:20]1.C(O)(=O)C.S([O-])([O-])(=O)=O.[Na+].[Na+].C(O[BH-](OC(=O)C)OC(=O)C)(=O)C.[Na+]>ClCCl.CN(C)C=O>[CH3:1][O:2][C:3]1[N:8]=[C:7]2[N:9]([CH2:14][CH2:15][CH2:16][NH:18][CH:19]3[CH2:20][C:21](=[O:35])[N:22]([C:24]4[CH:25]=[CH:26][C:27]5[O:32][CH2:31][C:30](=[O:33])[NH:29][C:28]=5[CH:34]=4)[CH2:23]3)[C:10](=[O:13])[CH:11]=[CH:12][C:6]2=[N:5][CH:4]=1 |f:3.4.5,6.7,8.9|. Procedure: 3-(3-Methoxy-6-oxopyrido[2,3-b]pyrazin-5(6H)-yl)propanal (292 mg, 1.25 mmol) and 6-(4-amino-2-oxopyrrolidin-1-yl)-2H-1,4-benzoxazin-3(4H)-one (Reference Example 6; 310 mg, 1.25 mmol) were dissolved in a mixed solvent (33 ml) of dichloromethane/N,N-dimethylformamide (10:1). Acetic acid (0.143 ml, 2.50 mmol) and anhydrous sodium sulfate (600 mg) were added to the solution and the mixture was stirred at room temperature for 13 hours. Sodium triacetoxyborohydride (531 mg, 2.50 mmol) was added to the...